Dataset: the Open Reaction Database (ORD), a public repository of structured organic reaction records. Task: describe an organic reaction: reactants, conditions, products, and yield Reactants: CC(C)=CCBr, C1CCOC1, CC(C)[N-]C(C)C, [Li+], CCOC(=O)C1CCCN(C(=O)OC(C)(C)C)C1. The product is CCOC(=O)C1(CC=C(C)C)CCCN(C(=O)OC(C)(C)C)C1. RXN SMILES: [Br:27][CH2:28][CH:29]=[C:30]([CH3:31])[CH3:32].[CH2:33]1[O:34][CH2:35][CH2:36][CH2:37]1.[CH3:20][CH:21]([N-:22][CH:23]([CH3:24])[CH3:25])[CH3:26].[Li+:19].[N:1]1([C:12](=[O:13])[O:14][C:15]([CH3:16])([CH3:17])[CH3:18])[CH2:2][CH:3]([C:7](=[O:8])[O:9][CH2:10][CH3:11])[CH2:4][CH2:5][CH2:6]1>>[N:1]1([C:12](=[O:13])[O:14][C:15]([CH3:16])([CH3:17])[CH3:18])[CH2:2][C:3]([C:7](=[O:8])[O:9][CH2:10][CH3:11])([CH2:28][CH:29]=[C:30]([CH3:31])[CH3:32])[CH2:4][CH2:5][CH2:6]1. Reactants: CI (Methyl iodide), ( 2 ), IC1=CC=C(C=C1)NC1=NC=CC(=N1)OC (N-(4-iodophenyl)-4-methoxypyrimidin-2-amine), [H-].[Na+] (sodium hydride), O (Water). Run in CN(C)C=O (DMF). Run at time 5 minute. The product is IC1=CC=C(C=C1)N(C1=NC=CC(=N1)OC)C (N-(4-iodophenyl)-4-methoxy-N-methylpyrimidin-2-amine). Reaction SMILES: [I:1][C:2]1[CH:7]=[CH:6][C:5]([NH:8][C:9]2[N:14]=[C:13]([O:15][CH3:16])[CH:12]=[CH:11][N:10]=2)=[CH:4][CH:3]=1.[H-].[Na+].[CH3:19]I.O>CN(C=O)C>[I:1][C:2]1[CH:3]=[CH:4][C:5]([N:8]([CH3:19])[C:9]2[N:14]=[C:13]([O:15][CH3:16])[CH:12]=[CH:11][N:10]=2)=[CH:6][CH:7]=1 |f:1.2|. Reported procedure: Under an argon atmosphere, sodium hydride (100 mg) was added to a solution of 4-iodoaniline (220 mg) and 2-chloro-4-methoxypyrimidine (145 mg) in anhydrous DMF (10 ml), and the resulting mixture was stirred at 125° C. for 21 hours. The reaction solution was cooled to room temperature and water was added thereto, followed by extracting the resulting mixture with ethyl acetate. Organic layer was washed twice with water and once with saturated brine, and dried over anhydrous sodium sulfate. After r... Reactants: BrCc1ccccc1, Oc1ccc(Br)cc1, O=C([O-])[O-], CC(C)=O, CCOC(C)=O, [K+], [K+]. Yields the product Brc1ccc(OCc2ccccc2)cc1. Reaction SMILES: [Br:15][CH2:16][c:17]1[cH:18][cH:19][cH:20][cH:21][cH:22]1.[Br:1][c:2]1[cH:3][cH:4][c:5]([OH:8])[cH:6][cH:7]1.[C:9](=[O:10])([O-:11])[O-:12].[CH3:23][C:24](=[O:25])[CH3:26].[CH3:27][CH2:28][O:29][C:30](=[O:31])[CH3:32].[K+:13].[K+:14]>>[Br:1][c:2]1[cH:3][cH:4][c:5]([O:8][CH2:16][c:17]2[cH:18][cH:19][cH:20][cH:21][cH:22]2)[cH:6][cH:7]1.